Dataset: the Open Reaction Database (ORD), a public repository of structured organic reaction records. Task: describe an organic reaction: reactants, conditions, products, and yield The reactants are COC(C1=C(C=CC=C1)NCC1=CC(=NC=C1)Br)=O (2-[(2-bromo-pyridin-4-ylmethyl)-amino]-benzoic acid methyl ester), N1(CCOCC1)C(=O)N (morpholine-4-carboxylic acid amide). Product: COC(C1=C(C=CC=C1)NCC1=CC(=NC=C1)NC(=O)N1CCOCC1)=O (2-({2-[(Morpholine-4-carbonyl)-amino]-pyridin-4-ylmethyl}-amino)-benzoic acid methyl ester). Reaction SMILES: [CH3:1][O:2][C:3](=[O:19])[C:4]1[CH:9]=[CH:8][CH:7]=[CH:6][C:5]=1[NH:10][CH2:11][C:12]1[CH:17]=[CH:16][N:15]=[C:14](Br)[CH:13]=1.[N:20]1([C:26]([NH2:28])=[O:27])[CH2:25][CH2:24][O:23][CH2:22][CH2:21]1>>[CH3:1][O:2][C:3](=[O:19])[C:4]1[CH:9]=[CH:8][CH:7]=[CH:6][C:5]=1[NH:10][CH2:11][C:12]1[CH:17]=[CH:16][N:15]=[C:14]([NH:28][C:26]([N:20]2[CH2:25][CH2:24][O:23][CH2:22][CH2:21]2)=[O:27])[CH:13]=1. Procedure details: 2-({2-[(Morpholine-4-carbonyl)-amino]-pyridin-4-ylmethyl}-amino)-benzoic acid methyl ester was prepared from 2-[(2-bromo-pyridin-4-ylmethyl)-amino]-benzoic acid methyl ester and morpholine-4-carboxylic acid amide in analogy to the procedures detailed in WO2004/013102, particularly Example 6A, supra; 1H-NMR (300 MHz, d6-DMSO) 9.19 (1H, s), 8.15-8.19 (2H, m), 7.79-7.84 (2H, m), 7.29-7.34 (1H, m), 6.92 (1H, dd), 6.56-6.62 (2H, m), 4.50 (2H, d), 3.83 (3H, s), 3.57-3.60 (4H, m), 3.42-3.46 (4H, m). Starting materials: O=C([O-])O, CCOC(C)=O, NC(Cc1ccc(C(F)(F)F)cc1)C(O)c1ccc(F)cc1, [Na+], O, O=C(Cl)CCc1ccccc1. Yields the product O=C(CCc1ccccc1)NC(Cc1ccc(C(F)(F)F)cc1)C(O)c1ccc(F)cc1. RXN SMILES: [C:34](=[O:35])([O-:36])[OH:37].[CH3:39][CH2:40][O:41][C:42](=[O:43])[CH3:44].[NH2:1][CH:2]([CH:3]([OH:4])[c:5]1[cH:6][cH:7][c:8]([F:11])[cH:9][cH:10]1)[CH2:12][c:13]1[cH:14][cH:15][c:16]([C:19]([F:20])([F:21])[F:22])[cH:17][cH:18]1.[Na+:38].[OH2:45].[c:23]1([CH2:29][CH2:30][C:31](=[O:32])[Cl:33])[cH:24][cH:25][cH:26][cH:27][cH:28]1>>[NH:1]([CH:2]([CH:3]([OH:4])[c:5]1[cH:6][cH:7][c:8]([F:11])[cH:9][cH:10]1)[CH2:12][c:13]1[cH:14][cH:15][c:16]([C:19]([F:20])([F:21])[F:22])[cH:17][cH:18]1)[C:31]([CH2:30][CH2:29][c:23]1[cH:24][cH:25][cH:26][cH:27][cH:28]1)=[O:32]. Reactants: C1(CC1)C(CC(=O)OCC)C1=NC=NC(=C1)COC=1C=NC(=C(C1)CC(C)(C)C)C1=C(C=CC(=C1)OC)F (ethyl 3-cyclopropyl-3-(6-(((6-(2-fluoro-5-methoxyphenyl)-5-neopentylpyridin-3-yl)oxy)methyl)pyrimidin-4-yl)propanoate), [OH-].[Na+] (sodium hydroxide), Cl (hydrochloric acid). Run in C1CCOC1 (THF), CO (methanol). Reaction conditions: time 30 minute. Yields the product C1(CC1)C(CC(=O)O)C1=NC=NC(=C1)COC=1C=NC(=C(C1)CC(C)(C)C)C1=C(C=CC(=C1)OC)F (3-cyclopropyl-3-(6-(((5-(2,2-dimethylpropyl)-6-(2-fluoro-5-methoxyphenyl)pyridin-3-yl)oxy)methyl)pyrimidin-4-yl)propanoic acid). Yield: 103.1%. RXN SMILES: [CH:1]1([CH:4]([C:11]2[CH:16]=[C:15]([CH2:17][O:18][C:19]3[CH:20]=[N:21][C:22]([C:30]4[CH:35]=[C:34]([O:36][CH3:37])[CH:33]=[CH:32][C:31]=4[F:38])=[C:23]([CH2:25][C:26]([CH3:29])([CH3:28])[CH3:27])[CH:24]=3)[N:14]=[CH:13][N:12]=2)[CH2:5][C:6]([O:8]CC)=[O:7])[CH2:3][CH2:2]1.[OH-].[Na+].Cl>C1COCC1.CO>[CH:1]1([CH:4]([C:11]2[CH:16]=[C:15]([CH2:17][O:18][C:19]3[CH:20]=[N:21][C:22]([C:30]4[CH:35]=[C:34]([O:36][CH3:37])[CH:33]=[CH:32][C:31]=4[F:38])=[C:23]([CH2:25][C:26]([CH3:29])([CH3:27])[CH3:28])[CH:24]=3)[N:14]=[CH:13][N:12]=2)[CH2:5][C:6]([OH:8])=[O:7])[CH2:2][CH2:3]1 |f:1.2|. Reported procedure: To a solution of ethyl 3-cyclopropyl-3-(6-(((6-(2-fluoro-5-methoxyphenyl)-5-neopentylpyridin-3-yl)oxy)methyl)pyrimidin-4-yl)propanoate (362 mg) in THF (3.0 mL) and methanol (1.5 mL) was added 1N aqueous sodium hydroxide solution (3.0 mL), and the mixture was stirred at room temperature for 30 min. To the reaction mixture was added hydrochloric acid (1N, 3.0 mL) at room temperature, and the mixture was extracted with ethyl acetate. The extract was washed with water and saturated brine, and dried ... Starting materials: CC1=C(C=CC(=C1)C)S(=O)(=O)NC1=C2C=C(NC2=CC=C1OC1=C(C=C(C=C1)CC(=O)OC)OC)C(F)(F)F (Methyl 2-(4-(4-(2,4-dimethylphenylsulfonamido)-2-(trifluoromethyl)-1H-indol-5-yloxy)-3-methoxyphenyl)acetate), O[Li].O (LiOH.H2O). The solvent is C1CCOC1.CO.O (THF CH3OH H2O). Run at time 1 hour. The product is CC1=C(C=CC(=C1)C)S(=O)(=O)NC1=C2C=C(NC2=CC=C1OC1=C(C=C(C=C1)CC(=O)O)OC)C(F)(F)F (2-(4-(4-(2,4-Dimethylphenylsulfonamido)-2-(trifluoromethyl)-1H-indol-5-yloxy)-3-methoxyphenyl)acetic acid). Reaction SMILES: [CH3:1][C:2]1[CH:7]=[C:6]([CH3:8])[CH:5]=[CH:4][C:3]=1[S:9]([NH:12][C:13]1[C:21]([O:22][C:23]2[CH:28]=[CH:27][C:26]([CH2:29][C:30]([O:32]C)=[O:31])=[CH:25][C:24]=2[O:34][CH3:35])=[CH:20][CH:19]=[C:18]2[C:14]=1[CH:15]=[C:16]([C:36]([F:39])([F:38])[F:37])[NH:17]2)(=[O:11])=[O:10].O[Li].O>C1COCC1.CO.O>[CH3:1][C:2]1[CH:7]=[C:6]([CH3:8])[CH:5]=[CH:4][C:3]=1[S:9]([NH:12][C:13]1[C:21]([O:22][C:23]2[CH:28]=[CH:27][C:26]([CH2:29][C:30]([OH:32])=[O:31])=[CH:25][C:24]=2[O:34][CH3:35])=[CH:20][CH:19]=[C:18]2[C:14]=1[CH:15]=[C:16]([C:36]([F:38])([F:39])[F:37])[NH:17]2)(=[O:11])=[O:10] |f:1.2,3.4.5|. Reported procedure: To a solution of 14.6 (0.020 g, 0.047 mmol) in a mixture of THF/CH3OH/H2O (0.5 mL, ratio=2/2/1), was added LiOH.H2O (0.010 g, 0.220 mmol). The mixture was stirred at room temperature for 1 h. The solution was chromatographed using HPLC to give 14 as a white solid. MS ESI (pos.) m/z: 549.2 (M+H)+. 1H NMR (400 MHz) (CDCl3) δ 8.32 (s, 1H); 7.57 (d, J=7.2 Hz, 1H); 7.20 (s, 1H); 7.11 (d, J=7.2 Hz, 1H); 6.86 (m, 3H); 6.71 (d, J=9.2 Hz, 1H): 6.64 (d, J=8 Hz, 1H); 6.34 (d, J=8 Hz, 1H); 3.80 (s, 3H); 3.6... Reactants: O=C1CCC(=O)N1Br, ClC(Cl)(Cl)Cl, CCOC(=O)c1nc2scc(C)c2c(=O)[nH]1, CC(C)(C#N)N=NC(C)(C)C#N. Product: CCOC(=O)c1nc2scc(CBr)c2c(=O)[nH]1. Reaction SMILES: [Br:17][N:18]1[C:19](=[O:20])[CH2:21][CH2:22][C:23]1=[O:24].[C:37]([Cl:38])([Cl:39])([Cl:40])[Cl:41].[CH3:1][c:2]1[cH:3][s:4][c:5]2[n:6][c:7]([C:12](=[O:13])[O:14][CH2:15][CH3:16])[nH:8][c:9](=[O:11])[c:10]12.[N:25]([C:26]([CH3:27])([CH3:28])[C:29]#[N:30])=[N:31][C:32]([CH3:33])([CH3:34])[C:35]#[N:36]>>[CH2:1]([c:2]1[cH:3][s:4][c:5]2[n:6][c:7]([C:12](=[O:13])[O:14][CH2:15][CH3:16])[nH:8][c:9](=[O:11])[c:10]12)[Br:17].